This data is from the Open Reaction Database (ORD), a public repository of structured organic reaction records. The task is: describe an organic reaction: reactants, conditions, products, and yield The reactants are O (water), [N+](#[C-])C(C1=CC2=C(OCO2)C=C1)S(=O)(=O)C1=CC=C(C=C1)C (5-[isocyano-(toluene-4-sulfonyl)-methyl]-benzo[1,3]dioxole), CC1=CC=CC(=N1)C=O (6-methyl-pyridine-2-carbaldehyde), C([O-])([O-])=O.[K+].[K+] (potassium carbonate). Solvent: CO (methanol), C(Cl)Cl (methylene chloride). Yields the product O1COC2=C1C=CC(=C2)C=2N=COC2C2=NC(=CC=C2)C (2-(4-Benzo[1,3]dioxol-5-yl-oxazol-5-yl)-6-methyl-pyridine). Isolated yield 22.5%. Reaction SMILES: [N+:1]([CH:3](S(C1C=CC(C)=CC=1)(=O)=O)[C:4]1[CH:12]=[CH:11][C:7]2[O:8][CH2:9][O:10][C:6]=2[CH:5]=1)#[C-:2].[CH3:23][C:24]1[N:29]=[C:28]([CH:30]=[O:31])[CH:27]=[CH:26][CH:25]=1.C(=O)([O-])[O-].[K+].[K+].O>CO.C(Cl)Cl>[O:8]1[C:7]2[CH:11]=[CH:12][C:4]([C:3]3[N:1]=[CH:2][O:31][C:30]=3[C:28]3[CH:27]=[CH:26][CH:25]=[C:24]([CH3:23])[N:29]=3)=[CH:5][C:6]=2[O:10][CH2:9]1 |f:2.3.4|. Reported procedure: A solution of 5-[isocyano-(toluene-4-sulfonyl)-methyl]-benzo[1,3]dioxole (40 mg, 0.127 mmol), 6-methyl-pyridine-2-carbaldehyde (15.4 mg, 0.127 mmol, 1 equiv) and potassium carbonate (26 mg, 0.19 mmol, 1.5 equiv) in methanol (1 mL) was shaken at 70° C. for 2 hours. The reaction mixture was concentrated in vacuo, and resulting residue was partitions between water (1 mL) and methylene chloride (1 mL). The organics were purified by silica gel chromatography (20% acetone in hexane) to provide 2-(4-Be... Starting materials: N1C(=CC2=CC=CC=C12)CCNC1=C(C=C(C=C1)N)F (N1-(2-(1H-indol-2-yl)ethyl)-2-fluorobenzene-1,4-diamine), C[Al](C)C (trimethylaluminium), N(C(=O)C)\C(=C/C(=O)OC)\C (methyl 3-acetaminocrotonate). Run in C(Cl)Cl (CH2Cl2), C(Cl)Cl (CH2Cl2). Conditions: time 1 hour. Product: N1C(=CC2=CC=CC=C12)CCNC1=C(C=C(C=C1)N1C(=NC(=CC1=O)C)C)F (3-(4-((2-(1H-indol-2-yl)ethyl)amino)-3-fluorophenyl)-2,6-dimethyl-pyrimidin-4(3H)-one). Isolated yield 32.5%. As a reaction SMILES: [NH:1]1[C:9]2[C:4](=[CH:5][CH:6]=[CH:7][CH:8]=2)[CH:3]=[C:2]1[CH2:10][CH2:11][NH:12][C:13]1[CH:18]=[CH:17][C:16]([NH2:19])=[CH:15][C:14]=1[F:20].C[Al](C)C.[NH:25](/[C:29](/[CH3:35])=[CH:30]\[C:31](OC)=[O:32])[C:26]([CH3:28])=O>C(Cl)Cl>[NH:1]1[C:9]2[C:4](=[CH:5][CH:6]=[CH:7][CH:8]=2)[CH:3]=[C:2]1[CH2:10][CH2:11][NH:12][C:13]1[CH:18]=[CH:17][C:16]([N:19]2[C:31](=[O:32])[CH:30]=[C:29]([CH3:35])[N:25]=[C:26]2[CH3:28])=[CH:15][C:14]=1[F:20]. Procedure: To a solution of N1-(2-(1H-indol-2-yl)ethyl)-2-fluorobenzene-1,4-diamine (2.09 g, 7.76 mmol) in CH2Cl2 (30 mL) was added trimethylaluminium (19.4 mL, 38.8 mmol, 2 M in toluene) slowly. The mixture was stirred at rt for 1 h, followed by the addition of a solution of methyl 3-acetaminocrotonate (2.44 g, 15.52 mmol) in CH2Cl2 (10 mL). The reaction mixture was stirred further at rt for 72 h, then quenched with saturated NH4Cl aqueous solution and extracted with CH2Cl2 (50 mL×2). The combined organic... The reactants are CC1=CC(=NC=C1)C(C)NC(CCC1=CC(=C(C=C1)N)O)=O (4-methyl-2-[1-{3-(4-amino-3-hydroxyphenyl)propionamido}ethyl]pyridine), C(C)N=C=O (ethyl isocyanate), polyphosphate ester, ice water, CC1=CC(=NC=C1)C(C)NC(CCC1=CC(=C(C=C1)NC(=O)NCC)O)=O (4-methyl-2-[1-[3-{4-(3-ethylureido)-3-hydroxyphenyl}propionamido]ethyl]pyridine), C([O-])([O-])=O.[K+].[K+] (potassium carbonate). Solvent: O1CCCC1 (tetrahydrofuran). Run at time 2.5 hour. The product is CC=1N=C(N2C1C=C(C=C2)C)CCC2=CC1=C(N=C(O1)NCC)C=C2 (6-[2-(1,7-dimethylimidazo[1,5-a]pyridin-3-yl)ethyl]-2-ethylaminobenzoxazole). As a reaction SMILES: CC1C=CN=C(C(NC(=O)CCC2C=CC(N)=C(O)C=2)C)C=1.C(N=C=O)C.[CH3:28][C:29]1[CH:34]=[CH:33][N:32]=[C:31]([CH:35]([NH:37][C:38](=O)[CH2:39][CH2:40][C:41]2[CH:46]=[CH:45][C:44]([NH:47][C:48]([NH:50][CH2:51][CH3:52])=O)=[C:43]([OH:53])[CH:42]=2)[CH3:36])[CH:30]=1.C(=O)([O-])[O-].[K+].[K+]>O1CCCC1>[CH3:36][C:35]1[N:37]=[C:38]([CH2:39][CH2:40][C:41]2[CH:46]=[CH:45][C:44]3[N:47]=[C:48]([NH:50][CH2:51][CH3:52])[O:53][C:43]=3[CH:42]=2)[N:32]2[CH:33]=[CH:34][C:29]([CH3:28])=[CH:30][C:31]=12 |f:3.4.5|. Procedure details: A mixture of 4-methyl-2-[1-{3-(4-amino-3-hydroxyphenyl)propionamido}ethyl]pyridine (8.0 g) and ethyl isocyanate (2.2 ml) in tetrahydrofuran (100 ml) was stirred for 2.5 hours at ambient temperature. The solvent was evaporated in vacuo and the residue was dissolved with a mixture of methanol and chloroform (5:95 V/V) and washed with brine and dried over magnesium sulfate. The solvent was evaporated in vacuo to give a residue including 4-methyl-2-[1-[3-{4-(3-ethylureido)-3-hydroxyphenyl}propionami... Starting materials: [H-].[Na+] (sodium hydride), solution, solution, CC(CC)O (2-butanol), [Cl-].[NH4+] (ammonium chloride), C(C#CC)O (2-butyn-1-ol), [H-].[Na+] (sodium hydride), ClC1=NC=NC(=C1)Cl (4,6-dichloropyrimidine), solution. Solvent: O1CCCC1 (tetrahydrofuran), O1CCCC1 (tetrahydrofuran), O1CCCC1 (tetrahydrofuran). Reaction conditions: time 10 minute. Yields the product C(C)(CC)OC1=NC=NC(=C1)OCC#CC (4-(sec-butyloxy)-6-(2-butynyloxy)pyrimidine). The yield is 69.9%. Reaction SMILES: [H-].[Na+].Cl[C:4]1[CH:9]=[C:8](Cl)[N:7]=[CH:6][N:5]=1.[CH2:11]([OH:15])[C:12]#[C:13][CH3:14].[Cl-].[NH4+].[CH3:18][CH:19]([OH:22])[CH2:20][CH3:21]>O1CCCC1>[CH:19]([O:22][C:4]1[CH:9]=[C:8]([O:15][CH2:11][C:12]#[C:13][CH3:14])[N:7]=[CH:6][N:5]=1)([CH2:20][CH3:21])[CH3:18] |f:0.1,4.5|. Reported procedure: In 4 ml of tetrahydrofuran was suspended 0.10 g of sodium hydride (60% in oil), to which 0.4 ml of a solution containing 0.17 g of 2-butanol was added dropwise at 0° C., followed by stirring for 10 minutes. To this was added dropwise 0.4 ml of a solution containing 0.30 g of 4,6-dichloropyrimidine in tetrahydrofuran, followed by stirring at the same temperature for 3 hours. To this was added dropwise 0.4 ml of a solution containing 0.18 g of 2-butyn-1-ol in tetrahydrofuran and further added 0.10... The reactants are C(CC(C)CCCC(C)CCCC(C)CCCC(C)C)(=O)O (phytanic acid), S(=O)(Cl)Cl (thionyl chloride). The reagents and catalysts are N1=CC=CC=C1 (pyridine). Solvent: C(Cl)Cl (methylene chloride). The product is C(CC(C)CCCC(C)CCCC(C)CCCC(C)C)(=O)Cl (phytanic acid chloride). Isolated yield 98.2%. Reaction SMILES: [C:1]([OH:22])(=O)[CH2:2][CH:3]([CH2:5][CH2:6][CH2:7][CH:8]([CH2:10][CH2:11][CH2:12][CH:13]([CH2:15][CH2:16][CH2:17][CH:18]([CH3:20])[CH3:19])[CH3:14])[CH3:9])[CH3:4].S(Cl)([Cl:25])=O>N1C=CC=CC=1.C(Cl)Cl>[C:1]([Cl:25])(=[O:22])[CH2:2][CH:3]([CH2:5][CH2:6][CH2:7][CH:8]([CH2:10][CH2:11][CH2:12][CH:13]([CH2:15][CH2:16][CH2:17][CH:18]([CH3:20])[CH3:19])[CH3:14])[CH3:9])[CH3:4]. Procedure details: Under a nitrogen atmosphere, one drop of pyridine was added to 2.5 g of phytanic acid and 12.5 ml of methylene chloride, and 1.43 g of thionyl chloride was added dropwise thereto at room temperature. After the completion of dropwise addition, the resultant was refluxed for 1 hour, and concentrated under reduced pressure to obtain about 2.6 g of phytanic acid chloride. Reactants: C1CCOC1, O=C(CC(=O)OCc1ccccc1)OCc1ccccc1, O=S(=O)(OCC(F)(F)F)C(F)(F)F, [H-], [Na+]. Yields the product O=C(OCc1ccccc1)C(CC(F)(F)F)C(=O)OCc1ccccc1. RXN SMILES: [CH2:37]1[O:38][CH2:39][CH2:40][CH2:41]1.[CH2:3]([c:4]1[cH:5][cH:6][cH:7][cH:8][cH:9]1)[O:10][C:11]([CH2:12][C:13](=[O:14])[O:15][CH2:16][c:17]1[cH:18][cH:19][cH:20][cH:21][cH:22]1)=[O:23].[F:24][C:25]([CH2:26][O:27][S:28]([C:29]([F:30])([F:31])[F:32])(=[O:33])=[O:34])([F:35])[F:36].[H-:1].[Na+:2]>>[CH2:3]([c:4]1[cH:5][cH:6][cH:7][cH:8][cH:9]1)[O:10][C:11]([CH:12]([C:13](=[O:14])[O:15][CH2:16][c:17]1[cH:18][cH:19][cH:20][cH:21][cH:22]1)[CH2:26][C:25]([F:24])([F:35])[F:36])=[O:23].